The task is: describe an organic reaction: reactants, conditions, products, and yield. This data is from the Open Reaction Database (ORD), a public repository of structured organic reaction records. The reactants are COC([C@@H](N(C1=C(SC=C1C)C)C(CO)=O)C)=O (N-(hydroxyacetyl)-N-(2,4-dimethylthien-3-yl)-alanine-methylester), [H-].[Na+] (sodium hydride), CN(S(=O)(=O)Cl)C (dimethylsulphamic acid chloride). Solvent: C(OC)COC (dimethoxyethane). Product: COC([C@@H](N(C1=C(SC=C1C)C)C(COS(=O)(=O)N(C)C)=O)C)=O (N-(Dimethylaminosulphonyloxyacetyl)-N-(2,4-dimethylthien-3-yl)-alanine-methylester). Reaction SMILES: [CH3:1][O:2][C:3](=[O:18])[C@H:4]([CH3:17])[N:5]([C:13](=[O:16])[CH2:14][OH:15])[C:6]1[C:10]([CH3:11])=[CH:9][S:8][C:7]=1[CH3:12].[H-].[Na+].[CH3:21][N:22]([CH3:27])[S:23](Cl)(=[O:25])=[O:24]>C(COC)OC>[CH3:1][O:2][C:3](=[O:18])[C@H:4]([CH3:17])[N:5]([C:13](=[O:16])[CH2:14][O:15][S:23]([N:22]([CH3:27])[CH3:21])(=[O:25])=[O:24])[C:6]1[C:10]([CH3:11])=[CH:9][S:8][C:7]=1[CH3:12] |f:1.2|. Procedure: 8.13 g (0.03 mol) N-(hydroxyacetyl)-N-(2,4-dimethylthien-3-yl)-alanine-methylester is added in portions to a slurry of 1.05 g (0.035 mol) sodium hydride (80% in mineral oil) in 50 ml dry dimethoxyethane with stirring at 10°-15° under a blanket of nitrogen. The mixture is stirred at room temperature for half an hour, and then are added 4.3 g (0.03 mol) dimethylsulphamic acid chloride. The mixture is stirred for 18 hours at 50°, then cooled to room temperature, filtered, concentrated in vacuo, the... The reactants are CC1=C(C=C(C=C1)C)N1CCNCC1 (1-(2,5-dimethylphenyl)piperazine), C1(=C(C=CC=C1)CN1CCN(CC1)C1=CC=CC=C1)C1=CC=CC=C1 (1-(biphenyl-2-ylmethyl)-4-phenylpiperazine), C=1(C(=CC=CC1)C=O)C1=CC=CC=C1 (biphenyl-2-carbaldehyde), [BH-](OC(=O)C)(OC(=O)C)OC(=O)C.[Na+] (NaBH(OAc)3). The product is C1(=C(C=CC=C1)CN1CCN(CC1)C1=C(C=CC(=C1)C)C)C1=CC=CC=C1 (1-(biphenyl-2-ylmethyl)-4-(2,5-dimethylphenyl)piperazine). As a reaction SMILES: [CH3:1][C:2]1[CH:7]=[CH:6][C:5]([CH3:8])=[CH:4][C:3]=1[N:9]1[CH2:14][CH2:13][NH:12][CH2:11][CH2:10]1.[C:15]1([C:23]2[CH:28]=[CH:27][CH:26]=[CH:25][CH:24]=2)[C:16]([CH:21]=O)=[CH:17][CH:18]=[CH:19][CH:20]=1.[BH-](OC(C)=O)(OC(C)=O)OC(C)=O.[Na+].C1(C2C=CC=CC=2)C=CC=CC=1CN1CCN(C2C=CC=CC=2)CC1>>[C:15]1([C:23]2[CH:24]=[CH:25][CH:26]=[CH:27][CH:28]=2)[CH:20]=[CH:19][CH:18]=[CH:17][C:16]=1[CH2:21][N:12]1[CH2:11][CH2:10][N:9]([C:3]2[CH:4]=[C:5]([CH3:8])[CH:6]=[CH:7][C:2]=2[CH3:1])[CH2:14][CH2:13]1 |f:2.3|. Procedure details: 35.8 mg of the target compound (0.10 mmol, 12.2%) was obtained using 1-(2,5-dimethylphenyl)piperazine (312 mg, 1.64 mmol), biphenyl-2-carbaldehyde (150 mg, 0.82 mmol) and NaBH(OAc)3 (529 mg, 2.46 mmol) according to the synthesis method of Compound 1. Starting materials: BrC1=CC(=C(C=C1)C1=CC=C(C=C1)CCC1(COC(OC1)(C)C)NC(C)=O)F (N-{5-[2-(4′-bromo-2′-fluorobiphenyl-4-yl)ethyl]-2,2-dimethyl-1,3-dioxan-5-yl}acetamide), FC=1C=C(C=CC1)S (3-fluorobenzenethiol), C(C)(C)N(CC)C(C)C (diisopropylethylamine), C1(=CC=CC=C1)P(C1=CC=CC=2C(C3=CC=CC(=C3OC12)P(C1=CC=CC=C1)C1=CC=CC=C1)(C)C)C1=CC=CC=C1 (4,5-bis(diphenylphosphino)-9,9-dimethylxanthene). Reagents/catalysts: C1=CC=C(C=C1)/C=C/C(=O)/C=C/C2=CC=CC=C2.C1=CC=C(C=C1)/C=C/C(=O)/C=C/C2=CC=CC=C2.C1=CC=C(C=C1)/C=C/C(=O)/C=C/C2=CC=CC=C2.C(Cl)(Cl)Cl.[Pd].[Pd] (tris(dibenzylideneacetone)dipalladium(0) chloroform adduct). Run in O (Water), O1CCOCC1 (1,4-dioxane). Run at temperature 80 celsius, time 4 hour. Yields the product NC(CO)(CO)CCC1=CC=C(C=C1)C1=C(C=C(C=C1)SC1=CC(=CC=C1)F)F (2-amino-2-{2-[2′-fluoro-4′-(3-fluorophenylthio)biphenyl-4-yl]ethyl}propane-1,3-diol). Isolated yield 22.7%. As a reaction SMILES: Br[C:2]1[CH:7]=[CH:6][C:5]([C:8]2[CH:13]=[CH:12][C:11]([CH2:14][CH2:15][C:16]3([NH:24]C(=O)C)[CH2:21][O:20]C(C)(C)[O:18][CH2:17]3)=[CH:10][CH:9]=2)=[C:4]([F:28])[CH:3]=1.[F:29][C:30]1[CH:31]=[C:32]([SH:36])[CH:33]=[CH:34][CH:35]=1.C(N(C(C)C)CC)(C)C.C1(P(C2C=CC=CC=2)C2C3OC4C(=CC=CC=4P(C4C=CC=CC=4)C4C=CC=CC=4)C(C)(C)C=3C=CC=2)C=CC=CC=1>O1CCOCC1.C1C=CC(/C=C/C(/C=C/C2C=CC=CC=2)=O)=CC=1.C1C=CC(/C=C/C(/C=C/C2C=CC=CC=2)=O)=CC=1.C1C=CC(/C=C/C(/C=C/C2C=CC=CC=2)=O)=CC=1.C(Cl)(Cl)Cl.[Pd].[Pd].O>[NH2:24][C:16]([CH2:15][CH2:14][C:11]1[CH:10]=[CH:9][C:8]([C:5]2[CH:6]=[CH:7][C:2]([S:36][C:32]3[CH:33]=[CH:34][CH:35]=[C:30]([F:29])[CH:31]=3)=[CH:3][C:4]=2[F:28])=[CH:13][CH:12]=1)([CH2:21][OH:20])[CH2:17][OH:18] |f:5.6.7.8.9.10|. Procedure: A solution of N-{5-[2-(4′-bromo-2′-fluorobiphenyl-4-yl)ethyl]-2,2-dimethyl-1,3-dioxan-5-yl}acetamide (225 mg) of Reference Example 10, 3-fluorobenzenethiol (64 mg), diisopropylethylamine (129 mg), tris(dibenzylideneacetone)dipalladium(0) chloroform adduct (12.9 mg) and 4,5-bis(diphenylphosphino)-9,9-dimethylxanthene (Xantphos) (14.9 mg) in 1,4-dioxane (2 mL) was heated under reflux for 6 hr under a nitrogen atmosphere. Water was added to the reaction mixture, and the mixture was extracted with e... The reactants are [N+](=O)([O-])C=1C=C(C=C2C(NC(N2)=O)=O)C=CC1 (3-nitro-benzylidene-hydantoin), NC=1SC=C(N1)C1=CC=C(C=C1)N (2-amino-4-(4-amino-phenyl)-thiazole), CCO (EtOH). The reagents and catalysts are [Ni] (Raney nickel). The solvent is CN(C)C=O (DMF). Yields the product NC=1C=C(C=C2C(NC(N2)=O)=O)C=CC1 (3-amino-benzylidene-hydantoin). Reaction SMILES: [N+:1]([C:4]1[CH:5]=[C:6]([CH:15]=[CH:16][CH:17]=1)[CH:7]=[C:8]1[NH:12][C:11](=[O:13])[NH:10][C:9]1=[O:14])([O-])=O.NC1SC=C(C2C=CC(N)=CC=2)N=1.CCO>CN(C=O)C.[Ni]>[NH2:1][C:4]1[CH:5]=[C:6]([CH:15]=[CH:16][CH:17]=1)[CH:7]=[C:8]1[NH:12][C:11](=[O:13])[NH:10][C:9]1=[O:14]. Procedure: 2.3 g (10 mmol) of crude 3-nitro-benzylidene-hydantoin, melting point 280-284° C., (prepared as described in Example 6 in (a)) are hydrogenated in 60 ml of DMF and 40 ml EtOH on 2 g of Raney nickel for 36 hours at 20° C. and 3.5 bar. It is filtered over kieselguhr and the filtrate is evaporated down in vacuo. The evaporation residue is crystallised with ether.